This data is from the Open Reaction Database (ORD), a public repository of structured organic reaction records. The task is: describe an organic reaction: reactants, conditions, products, and yield Reactants: C(CCC)[Li] (n-butyllithium), B(F)(F)F.CCOCC (Boron trifluoride diethyl etherate), C1(CC1)C[C@H]1C[C@@H]2C(=NOC2)CO1 (rel-(3aR,5S)-5-(cyclopropylmethyl)-3,3a,4,5-tetrahydro-7H-pyrano[3,4-c][1,2]oxazole), FC1=C(C=CC(=C1)F)I (2,4-difluoro-1-iodobenzene). Solvent: C1(=CC=CC=C1)C (toluene). Run at time 30 minute. Product: C1(CC1)C[C@H]1C[C@@H]2[C@@](NOC2)(CO1)C1=C(C=C(C=C1)F)F (rel-(3aR,5S,7aS)-5-(cyclopropylmethyl)-7a-(2,4-difluorophenyl)hexahydro-1H-pyrano[3,4-c][1,2]oxazole). RXN SMILES: B(F)(F)F.CCOCC.[CH:10]1([CH2:13][C@@H:14]2[O:22][CH2:21][C:17]3=[N:18][O:19][CH2:20][C@@H:16]3[CH2:15]2)[CH2:12][CH2:11]1.[F:23][C:24]1[CH:29]=[C:28]([F:30])[CH:27]=[CH:26][C:25]=1I.C([Li])CCC>C1(C)C=CC=CC=1>[CH:10]1([CH2:13][C@@H:14]2[O:22][CH2:21][C@:17]3([C:27]4[CH:26]=[CH:25][C:24]([F:23])=[CH:29][C:28]=4[F:30])[NH:18][O:19][CH2:20][C@@H:16]3[CH2:15]2)[CH2:11][CH2:12]1 |f:0.1|. Procedure details: Boron trifluoride diethyl etherate (5.4 g, 17.9 mmol) was added drop-wise to a solution of rel-(3aR,5S)-5-(cyclopropylmethyl)-3,3a,4,5-tetrahydro-7H-pyrano[3,4-c][1,2]oxazole (C69) (2.7 g, 14.9 mmol) in toluene (100 mL) at an internal temperature of −72.5° C. The reaction mixture was stirred at −73° C. to −76° C. for 30 minutes, then treated with 2,4-difluoro-1-iodobenzene (98%, 4.3 g, 17.9 mmol) in one portion. While the reaction temperature was maintained below −73° C., n-butyllithium (2.5 M i...